From a dataset of the Open Reaction Database (ORD), a public repository of structured organic reaction records. describe an organic reaction: reactants, conditions, products, and yield As a reaction SMILES: C1(C#C)C=CC=CC=1.[CH3:9][Si:10]([C:13]#[CH:14])([CH3:12])[CH3:11].[Si]([O:22][CH2:23][CH2:24][O:25][CH2:26][N:27]1[C:35](I)=[C:33]([CH3:34])[C:31](=[O:32])[NH:30][C:28]1=[O:29])(C(C)(C)C)(C)C>>[OH:22][CH2:23][CH2:24][O:25][CH2:26][N:27]1[C:35]([C:14]#[C:13][Si:10]([CH3:12])([CH3:11])[CH3:9])=[C:33]([CH3:34])[C:31](=[O:32])[NH:30][C:28]1=[O:29]. Procedure details: In place of phenylacetylene in Example 38 (2), 0.82 ml (6 mmol) of trimethylsilylacetylene was used to react with 880 mg (2 mmol) of 1-[(2-t-butyldimethylsilyloxyethoxy)methyl]-6-iodothymine for producing 1-[(2-hydroxyethoxy)methyl]-6-(2-trimethylsilylethynyl)thymine in the same manner as Example 38 (2). The obtained compound was dissolved in 100ml of methanol, was added to 1 ml of 1N sodium hydroxide aqueous solution and allowed to react for two minutes at room temperature. Then the reaction so... The reactants are [Si](C)(C)(C(C)(C)C)OCCOCN1C(=O)NC(=O)C(C)=C1I (1-[(2-t-butyldimethylsilyloxyethoxy)methyl]-6-iodothymine), C1(=CC=CC=C1)C#C (phenylacetylene), C[Si](C)(C)C#C (trimethylsilylacetylene). The product is OCCOCN1C(=O)NC(=O)C(C)=C1C#C[Si](C)(C)C (1-[(2-hydroxyethoxy)methyl]-6-(2-trimethylsilylethynyl)thymine), Example 38 ( 2 ). Run in Example 38 ( 2 ). Reactants: CCI, O=[N+]([O-])c1ccc2[nH]c(C3CCCCC3)cc2c1, [Na+], O=C([O-])O, CN(C)C=O. Product: CCn1c(C2CCCCC2)cc2cc([N+](=O)[O-])ccc21. As a reaction SMILES: [CH2:19]([CH3:20])[I:21].[CH:1]1([c:7]2[nH:8][c:9]3[cH:10][cH:11][c:12]([N+:16](=[O:17])[O-:18])[cH:13][c:14]3[cH:15]2)[CH2:2][CH2:3][CH2:4][CH2:5][CH2:6]1.[Na+:31].[O-:27][C:28]([OH:29])=[O:30].[O:22]=[CH:23][N:24]([CH3:25])[CH3:26]>>[CH:1]1([c:7]2[n:8]([CH2:19][CH3:20])[c:9]3[cH:10][cH:11][c:12]([N+:16](=[O:17])[O-:18])[cH:13][c:14]3[cH:15]2)[CH2:2][CH2:3][CH2:4][CH2:5][CH2:6]1. Starting materials: C=CCn1c(=O)c2cc(C(=O)OCC)cn2c2ccccc21, CCO, O. Yields the product C=CCn1c(=O)c2cc(C(=O)O)cn2c2ccccc21. RXN SMILES: [CH2:1]([CH:2]=[CH2:3])[n:4]1[c:5](=[O:22])[c:6]2[n:7]([c:8]3[cH:9][cH:10][cH:11][cH:12][c:13]13)[cH:14][c:15]([C:17](=[O:18])[O:19][CH2:20][CH3:21])[cH:16]2.[CH2:24]([OH:25])[CH3:26].[OH2:23]>>[CH2:1]([CH:2]=[CH2:3])[n:4]1[c:5](=[O:22])[c:6]2[n:7]([c:8]3[cH:9][cH:10][cH:11][cH:12][c:13]13)[cH:14][c:15]([C:17](=[O:18])[OH:19])[cH:16]2. Starting materials: C(C)#N (acetonitrile), C(C)(C)O (Isopropyl alcohol), [H-].[Na+] (sodium hydride), FC(C=1C=C(C(=O)OC)C=CC1)(F)F (methyl 3-(trifluoromethyl)benzoate). Run in O1CCCC1 (tetrahydrofuran), O1CCCC1 (tetrahydrofuran). Reaction conditions: time 1 hour. The product is O=C(CC#N)C1=CC(=CC=C1)C(F)(F)F (β-oxo-3-(trifluoromethyl)benzenepropanenitrile). Isolated yield 74.1%. RXN SMILES: [H-].[Na+].[C:3](#[N:5])[CH3:4].[F:6][C:7]([F:19])([F:18])[C:8]1[CH:9]=[C:10]([CH:15]=[CH:16][CH:17]=1)[C:11](OC)=[O:12].C(O)(C)C>O1CCCC1>[O:12]=[C:11]([C:10]1[CH:15]=[CH:16][CH:17]=[C:8]([C:7]([F:6])([F:18])[F:19])[CH:9]=1)[CH2:4][C:3]#[N:5] |f:0.1|. Procedure details: To a suspension of 7.6 g of sodium hydride (60% dispersion in oil) in 200 mL of tetrahydrofuran under a nitrogen atmosphere was added dropwise at room temperature a solution consisting of 7.8 g of acetonitrile and 38.8 g of methyl 3-(trifluoromethyl)benzoate in 50 mL of tetrahydrofuran. Following addition, the suspension was stirred 1 h at ambient temperature, refluxed about 5 h, and then cooled to room temperature. Isopropyl alcohol (20 mL) was added dropwise at room temperature. After stirring...